This data is from the Open Reaction Database (ORD), a public repository of structured organic reaction records. The task is: describe an organic reaction: reactants, conditions, products, and yield Yields the product CCCCOC(=O)CCC(C)(C#N)N=NC(C)(C)CC. Reaction SMILES: [C:4]([CH3:5])([CH3:6])([CH2:7][CH3:8])[N:9]=[N:10][C:11]([CH2:12][CH2:13][C:14](=[O:15])[O:16][CH2:17][CH2:18][CH2:19][CH3:20])([CH3:21])[Cl:22].[CH3:23][OH:24].[Na:1][C:2]#[N:3]>>[C:2](#[N:3])[C:11]([N:10]=[N:9][C:4]([CH3:5])([CH3:6])[CH2:7][CH3:8])([CH2:12][CH2:13][C:14](=[O:15])[O:16][CH2:17][CH2:18][CH2:19][CH3:20])[CH3:21]. Starting materials: CCCCOC(=O)CCC(C)(Cl)N=NC(C)(C)CC, CO, N#C[Na]. The reactants are ClC1=NC(=NC(=C1C(C(=O)OC)CCC)C)C1=CC=CC=C1 (methyl 2-(4-chloro-6-methyl-2-phenylpyrimidin-5-yl)pentanoate), C(C)[Mg]Cl (ethylmagnesium chloride). Reagents/catalysts: [Cu]I (CuI). The solvent is C1CCOC1 (THF). Product: C(C)C1=NC(=NC(=C1C(C(=O)OC)CCC)C)C1=CC=CC=C1 (methyl 2-(4-ethyl-6-methyl-2-phenylpyrimidin-5-yl)pentanoate). Reaction SMILES: Cl[C:2]1[C:7]([CH:8]([CH2:13][CH2:14][CH3:15])[C:9]([O:11][CH3:12])=[O:10])=[C:6]([CH3:16])[N:5]=[C:4]([C:17]2[CH:22]=[CH:21][CH:20]=[CH:19][CH:18]=2)[N:3]=1.[CH2:23]([Mg]Cl)[CH3:24]>C1COCC1.[Cu]I>[CH2:23]([C:2]1[C:7]([CH:8]([CH2:13][CH2:14][CH3:15])[C:9]([O:11][CH3:12])=[O:10])=[C:6]([CH3:16])[N:5]=[C:4]([C:17]2[CH:22]=[CH:21][CH:20]=[CH:19][CH:18]=2)[N:3]=1)[CH3:24]. Reported procedure: This compound is prepared from methyl 2-(4-chloro-6-methyl-2-phenylpyrimidin-5-yl)pentanoate and ethylmagnesium chloride in THF at −10° C. in the presence of CuI as described in the following reference: Chemistry-A European Journal, 15(29), 7167-7179, S7167/1-S7167/121; 2009. Reactants: CO, CC(C)(C)OC(=O)N1CCN(c2ccc([N+](=O)[O-])nc2)C(=O)C1. Product: CC(C)(C)OC(=O)N1CCN(c2ccc(N)nc2)C(=O)C1. RXN SMILES: [CH3:24][OH:25].[N+:1]([O-:2])(=[O:3])[c:4]1[cH:5][cH:6][c:7]([N:10]2[C:11](=[O:23])[CH2:12][N:13]([C:16](=[O:17])[O:18][C:19]([CH3:20])([CH3:21])[CH3:22])[CH2:14][CH2:15]2)[cH:8][n:9]1>>[NH2:1][c:4]1[cH:5][cH:6][c:7]([N:10]2[C:11](=[O:23])[CH2:12][N:13]([C:16](=[O:17])[O:18][C:19]([CH3:20])([CH3:21])[CH3:22])[CH2:14][CH2:15]2)[cH:8][n:9]1. Starting materials: CN(CC#N)CC=CCOc1ccc(C(=O)c2ccc(Br)cc2)cc1, O=C([O-])[O-], CS(C)=O, [K+], [K+], O, OO. Product: CN(CC=CCOc1ccc(C(=O)c2ccc(Br)cc2)cc1)CC(N)=O. Reaction SMILES: [Br:1][c:2]1[cH:3][cH:4][c:5]([C:6](=[O:7])[c:8]2[cH:9][cH:10][c:11]([O:12][CH2:13][CH:14]=[CH:15][CH2:16][N:17]([CH3:18])[CH2:19][C:20]#[N:21])[cH:22][cH:23]2)[cH:24][cH:25]1.[C:26]([O-:27])(=[O:28])[O-:29].[CH3:35][S:36](=[O:37])[CH3:38].[K+:30].[K+:31].[OH2:34].[OH:32][OH:33]>>[Br:1][c:2]1[cH:3][cH:4][c:5]([C:6](=[O:7])[c:8]2[cH:9][cH:10][c:11]([O:12][CH2:13][CH:14]=[CH:15][CH2:16][N:17]([CH3:18])[CH2:19][C:20]([NH2:21])=[O:27])[cH:22][cH:23]2)[cH:24][cH:25]1.